This data is from the Open Reaction Database (ORD), a public repository of structured organic reaction records. The task is: describe an organic reaction: reactants, conditions, products, and yield Reactants: 60g, CC(C(=O)Cl)CC (2-methylbutyryl chloride), 67g, C(C)(C)(C)C1=CC=CC=C1 (tert-butylbenzene), ( m ), clear liquid, ( s ), ( s ). The product is C(C)(C)(C)C1=CC=C(C=C1)C(C(CC)C)=O (4'-tert-Butyl-2-methylbutyrophenone). RXN SMILES: [CH3:1][CH:2]([CH2:6][CH3:7])[C:3](Cl)=[O:4].[C:8]([C:12]1[CH:17]=[CH:16][CH:15]=[CH:14][CH:13]=1)([CH3:11])([CH3:10])[CH3:9]>>[C:8]([C:12]1[CH:17]=[CH:16][C:15]([C:3](=[O:4])[CH:2]([CH3:1])[CH2:6][CH3:7])=[CH:14][CH:13]=1)([CH3:11])([CH3:10])[CH3:9]. Procedure details: The procedure of Example 3 was followed for the reaction of 60g (0.5 mole) of 2-methylbutyryl chloride with 67g (0.5 mole) of tert-butylbenzene. Obtained was 98.6g of a clear liquid: ir (film) 3.4 (s), 5.95 (s), 8.2 (m) microns; nmr (CDCl3) 7.66 (4H, d of d) 3.37 (1H, q), 1.77 (2H, m), 1.28 (9H, s), 1.16 (3H, d), 0.88 (3H, t) ppm. A VPC analysis indicated a single pure product. The reactants are COc1cc2nccc(Oc3ccc(N)cc3)c2cc1OC, Cc1ccccc1, O=C=Nc1ccc(Cl)c(Cl)c1. Yields the product COc1cc2nccc(Oc3ccc(NC(=O)Nc4ccc(Cl)c(Cl)c4)cc3)c2cc1OC. Reaction SMILES: [CH3:1][O:2][c:3]1[cH:4][c:5]2[c:6]([O:15][c:16]3[cH:17][cH:18][c:19]([NH2:22])[cH:20][cH:21]3)[cH:7][cH:8][n:9][c:10]2[cH:11][c:12]1[O:13][CH3:14].[CH3:34][c:35]1[cH:36][cH:37][cH:38][cH:39][cH:40]1.[Cl:23][c:24]1[cH:25][c:26]([N:31]=[C:32]=[O:33])[cH:27][cH:28][c:29]1[Cl:30]>>[CH3:1][O:2][c:3]1[cH:4][c:5]2[c:6]([O:15][c:16]3[cH:17][cH:18][c:19]([NH:22][C:32]([NH:31][c:26]4[cH:25][c:24]([Cl:23])[c:29]([Cl:30])[cH:28][cH:27]4)=[O:33])[cH:20][cH:21]3)[cH:7][cH:8][n:9][c:10]2[cH:11][c:12]1[O:13][CH3:14]. Starting materials: CN(C)C=O, CCOC(C)=O, CCOC(=O)CN=C=O, Nc1ccc(Cl)c(S(N)(=O)=O)c1O. Product: CCOC(=O)CNC(=O)Nc1ccc(Cl)c(S(N)(=O)=O)c1O. Reaction SMILES: [CH3:23][N:24]([CH3:25])[CH:26]=[O:27].[CH3:28][CH2:29][O:30][C:31](=[O:32])[CH3:33].[N:14](=[C:15]=[O:16])[CH2:17][C:18](=[O:19])[O:20][CH2:21][CH3:22].[NH2:1][c:2]1[c:3]([OH:13])[c:4]([S:9](=[O:10])(=[O:11])[NH2:12])[c:5]([Cl:8])[cH:6][cH:7]1>>[NH:1]([c:2]1[c:3]([OH:13])[c:4]([S:9](=[O:10])(=[O:11])[NH2:12])[c:5]([Cl:8])[cH:6][cH:7]1)[C:15]([NH:14][CH2:17][C:18](=[O:19])[O:20][CH2:21][CH3:22])=[O:16]. The product is ClC=1C=C(C=CC1)C1=NC(=NO1)CN1C=2N(CCCC1)C(=NN2)C(F)(F)F (9-{[5-(3-chlorophenyl)-1,2,4-oxadiazol-3-yl]methyl}-3-(trifluoromethyl)-6,7,8,9-tetrahydro-5H-[1,2,4]triazolo[4,3-a][1,3]diazepine). Run in CC(OCC)=O (EA). The reactants are ClC=1C=C(C=CC1)C1=NC(=NO1)CN1C=2N(CCCC1)C(=NN2)C2=CC=NC=C2 (9-{[5-(3-chlorophenyl)-1,2,4-oxadiazol-3-yl]methyl}-3-pyridin-4-yl-6,7,8,9-tetrahydro-5H-[1,2,4]triazolo[4,3-a][1,3]diazepine), ClCC1=NOC(=N1)C1=CC(=CC=C1)Cl (3-(chloromethyl)-5-(3-chlorophenyl)-1,2,4-oxadiazole), FC(C1=NN=C2N1CCCCN2)(F)F (3-(trifluoromethyl)-6,7,8,9-tetrahydro-5H-[1,2,4]triazolo[4,3-α][1,3]diazepine). Procedure: The title compound was prepared analogous to 9-{[5-(3-chlorophenyl)-1,2,4-oxadiazol-3-yl]methyl}-3-pyridin-4-yl-6,7,8,9-tetrahydro-5H-[1,2,4]triazolo[4,3-a][1,3]diazepine from 3-(chloromethyl)-5-(3-chlorophenyl)-1,2,4-oxadiazole (89 mg, 0.39 mmol), 3-(trifluoromethyl)-6,7,8,9-tetrahydro-5H-[1,2,4]triazolo[4,3-α][1,3]diazepine (73 mg, 0.35 mmol. Column chromatography (hep./EA 1:1) afforded 85 mg (61%) of the title compound. 1H NMR: 1.88 (m, 2H), 1.94 (m, 2H), 3.26-3.35 (m, 2H), 3.98-4.07 (m, 2H),... The yield is 61.0%. Reaction SMILES: ClC1C=C(C2ON=C(CN3CCCCN4C(C5C=CN=CC=5)=NN=C34)N=2)C=CC=1.Cl[CH2:31][C:32]1[N:36]=[C:35]([C:37]2[CH:42]=[CH:41][CH:40]=[C:39]([Cl:43])[CH:38]=2)[O:34][N:33]=1.[F:44][C:45]([F:57])([F:56])[C:46]1[N:50]2[CH2:51][CH2:52][CH2:53][CH2:54][NH:55][C:49]2=[N:48][N:47]=1>CC(=O)OCC>[Cl:43][C:39]1[CH:38]=[C:37]([C:35]2[O:34][N:33]=[C:32]([CH2:31][N:55]3[CH2:54][CH2:53][CH2:52][CH2:51][N:50]4[C:46]([C:45]([F:57])([F:44])[F:56])=[N:47][N:48]=[C:49]34)[N:36]=2)[CH:42]=[CH:41][CH:40]=1. The reactants are [Na+].BrCC(=O)N[C@H]1[C@H]2SCC(=C(N2C1=O)C(=O)[O-])/C=C\1/C(N(CC1)C1CC1)=O ((E)-(6R,7R)-7-(2-bromo-acetylamino)-3-(1-cyclopropyl-2-oxo-pyrrolidin-3-ylidenemethyl)-8-oxo-5-thia-1-aza-bicyclo[4.2.0]oct-2-ene-2-carboxylic acid sodium salt), [Na].SC=1NC2=C(N1)C=CC=C2 (2-mercaptobenzimidazole sodium salt). Run in CN(C=O)C (N,N-dimethylformamide). Product: [Na+].N1C(=NC2=C1C=CC=C2)SCC(=O)N[C@H]2[C@H]1SCC(=C(N1C2=O)C(=O)[O-])/C=C\2/C(N(CC2)C2CC2)=O ((E)-(6R,7R)-7-[2-(1H-Benzoimidazol-2-ylsulfanyl)-acetylamino]-3-(1-cyclopropyl-2-oxo-pyrrolidin-3-ylidenemethyl)-8-oxo-5-thia-1-aza-bicyclo[4.2.0]oct-2-ene-2-carboxylic acid sodium salt). As a reaction SMILES: [Na+:1].Br[CH2:3][C:4]([NH:6][C@@H:7]1[C:14](=[O:15])[N:13]2[C@@H:8]1[S:9][CH2:10][C:11](/[CH:19]=[C:20]1/[C:21](=[O:28])[N:22]([CH:25]3[CH2:27][CH2:26]3)[CH2:23][CH2:24]/1)=[C:12]2[C:16]([O-:18])=[O:17])=[O:5].[Na].[SH:30][C:31]1[NH:32][C:33]2[CH:39]=[CH:38][CH:37]=[CH:36][C:34]=2[N:35]=1>CN(C)C=O>[Na+:1].[NH:32]1[C:33]2[CH:39]=[CH:38][CH:37]=[CH:36][C:34]=2[N:35]=[C:31]1[S:30][CH2:3][C:4]([NH:6][C@@H:7]1[C:14](=[O:15])[N:13]2[C@@H:8]1[S:9][CH2:10][C:11](/[CH:19]=[C:20]1/[C:21](=[O:28])[N:22]([CH:25]3[CH2:27][CH2:26]3)[CH2:23][CH2:24]/1)=[C:12]2[C:16]([O-:18])=[O:17])=[O:5] |f:0.1,2.3,5.6,^1:28|. Procedure: (E)-(6R,7R)-7-(2-bromo-acetylamino)-3-(1-cyclopropyl-2-oxo-pyrrolidin-3-ylidenemethyl)-8-oxo-5-thia-1-aza-bicyclo[4.2.0]oct-2-ene-2-carboxylic acid sodium salt (1:1) (see ex. C4a) (200 mg, 0.42 mmol) was dissolved in 4 ml N,N-dimethylformamide and 2-mercaptobenzimidazole sodium salt (79.2 mg, 0.46 mmol) was added in a single portion. After completion of the reaction, the solvent was stripped off at a rotary evaporator. The residue was dissolved in water and chromatographed on MCI gel (75-150μ, M... The reactants are C(C)(=O)NC(C(=O)NC(C)(C)C)(CCC=C)C1CC(C1)(C1=CC=C(C=C1)Cl)NC(C1=CC=CC=C1)=O (N-(3-(2-acetamido-1-(tert-butylamino)-1-oxohex-5-en-2-yl)-1-(4-chlorophenyl)cyclobutyl)benzamide), bis(1,5-dicyclooctadiene)diiridium(I)dichloride, C1(=CC=CC=C1)P(C1=CC=CC=C1)CC (diphenylphosphinoethane), CC1(OBOC1(C)C)C (4,4,5,5-tetramethyl-1,3,2-dioxaborolane). Solvent: ClCCl (dichloromethane), ClCCl (dichloromethane), ClCCl (dichloromethane). Run at time 15 minute. The product is C(C)(=O)NC(C(=O)NC(C)(C)C)(CCCCB1OC(C(O1)(C)C)(C)C)C1CC(C1)(C1=CC=C(C=C1)Cl)NC(C1=CC=CC=C1)=O (N-(3-(2-acetamido-1-(tert-butylamino)-1-oxo-6-(4,4,5,5-tetramethyl-1,3,2-dioxaborolan-2-yl)hexan-2-yl)-1-(4-chlorophenyl)cyclobutyl)benzamide). RXN SMILES: C1(P(CC)C2C=CC=CC=2)C=CC=CC=1.[CH3:16][C:17]1([CH3:24])[C:21]([CH3:23])([CH3:22])[O:20][BH:19][O:18]1.[C:25]([NH:28][C:29]([CH:41]1[CH2:44][C:43]([NH:52][C:53](=[O:60])[C:54]2[CH:59]=[CH:58][CH:57]=[CH:56][CH:55]=2)([C:45]2[CH:50]=[CH:49][C:48]([Cl:51])=[CH:47][CH:46]=2)[CH2:42]1)([CH2:37][CH2:38][CH:39]=[CH2:40])[C:30]([NH:32][C:33]([CH3:36])([CH3:35])[CH3:34])=[O:31])(=[O:27])[CH3:26]>ClCCl>[C:25]([NH:28][C:29]([CH:41]1[CH2:44][C:43]([NH:52][C:53](=[O:60])[C:54]2[CH:59]=[CH:58][CH:57]=[CH:56][CH:55]=2)([C:45]2[CH:50]=[CH:49][C:48]([Cl:51])=[CH:47][CH:46]=2)[CH2:42]1)([CH2:37][CH2:38][CH2:39][CH2:40][B:19]1[O:20][C:21]([CH3:23])([CH3:22])[C:17]([CH3:24])([CH3:16])[O:18]1)[C:30]([NH:32][C:33]([CH3:36])([CH3:34])[CH3:35])=[O:31])(=[O:27])[CH3:26]. Procedure: While under argon, a solution of bis(1,5-dicyclooctadiene)diiridium(I)dichloride (58 mg, 0.086 mmol) and diphenylphosphinoethane (68 mg, 0.172 mmol) in dichloromethane (10 mL) was cooled to 0° C., and charged with 4,4,5,5-tetramethyl-1,3,2-dioxaborolane (1.66 mL, 11.44 mmol). After stirring for 15 min, a solution of N-(3-(2-acetamido-1-(tert-butylamino)-1-oxohex-5-en-2-yl)-1-(4-chlorophenyl)cyclobutyl)benzamide (1.46 g, −2.8 mmol) in dichloromethane (35 mL) was added in one portion and the resul... The reactants are C(C)OC(CC(=O)C)=O (ethylacetoacetate), C1(=CC=C(C=C1)S(=O)(=O)O)C (p-toluenesulfonic acid), N1CCCCC1 (piperidine), C(C)OC(C(=CC(CCC)C)C(C)=O)=O (ethyl-2-acetyl-4-methyl-2-heptenoate). The solvent is C1(=CC=CC=C1)C (toluene). Conditions: temperature 120 celsius. The product is C(=O)(OCC)C=1CC(OC1C)(CCC)C (4-carbethoxy-2,5-dimethyl-2-propyl-2,3-dihydrofuran). RXN SMILES: C(OC(=O)CC(C)=O)C.N1CCCCC1.[CH2:16]([O:18][C:19](=[O:30])[C:20]([C:27](=[O:29])[CH3:28])=[CH:21][CH:22]([CH3:26])[CH2:23][CH2:24][CH3:25])[CH3:17].C1(C)C=CC(S(O)(=O)=O)=CC=1>C1(C)C=CC=CC=1>[C:19]([C:20]1[CH2:21][C:22]([CH3:26])([CH2:23][CH2:24][CH3:25])[O:29][C:27]=1[CH3:28])([O:18][CH2:16][CH3:17])=[O:30]. Procedure details: 4-Carbethoxy-2,5-dimethyl-2-propyl-2,3-dihydrofuran was prepared by the acid-catalyzed rearrangement of ethyl-2-acetyl-4-methyl-2-heptenoate. The ethyl-2-acetyl-4-methyl-2-heptenoate was obtained by reacting 390 grams (3 moles) ethylacetoacetate with 300 grams (3 moles) 2-methylvaleradehyde in the presence of a small amount (10.2 grams; 0.12 mole) piperidine. For the rearrangement, 100 grams (0.47 mole) of the ethyl-2-acetyl-4-methyl-2-heptenoate was combined with 4.4 grams (0.023 mole) p-toluen...